Dataset: the Open Reaction Database (ORD), a public repository of structured organic reaction records. Task: describe an organic reaction: reactants, conditions, products, and yield Starting materials: N1(CCOCC1)C=1N=C(NC(C1)=O)CC(=O)[O-].[Na+] (sodium [4-(morpholin-4-yl)-6-oxo-1,6-dihydropyrimidin-2-yl]acetate), NC=1C=CC(=C(C1)CO)F ((5-amino-2-fluorophenyl)-methanol). Product: FC1=C(C=C(C=C1)NC(CC=1NC(C=C(N1)N1CCOCC1)=O)=O)CO (N-[4-fluoro-3-(hydroxymethyl)phenyl]-2-[4-(morpholin-4-yl)-6-oxo-1,6-dihydropyrimidin-2-yl]acetamide). Isolated yield 62.9%. As a reaction SMILES: [N:1]1([C:7]2[N:8]=[C:9]([CH2:14][C:15]([O-:17])=O)[NH:10][C:11](=[O:13])[CH:12]=2)[CH2:6][CH2:5][O:4][CH2:3][CH2:2]1.[Na+].[NH2:19][C:20]1[CH:21]=[CH:22][C:23]([F:28])=[C:24]([CH2:26][OH:27])[CH:25]=1>>[F:28][C:23]1[CH:22]=[CH:21][C:20]([NH:19][C:15](=[O:17])[CH2:14][C:9]2[NH:10][C:11](=[O:13])[CH:12]=[C:7]([N:1]3[CH2:2][CH2:3][O:4][CH2:5][CH2:6]3)[N:8]=2)=[CH:25][C:24]=1[CH2:26][OH:27] |f:0.1|. Procedure details: The product is prepared according to the procedure described in Example 5, using 250 mg of sodium [4-(morpholin-4-yl)-6-oxo-1,6-dihydropyrimidin-2-yl]acetate and 525 mg of (5-amino-2-fluorophenyl)-methanol in place of the 2,4-difluoroaniline. 218 mg of N-[4-fluoro-3-(hydroxymethyl)phenyl]-2-[4-(morpholin-4-yl)-6-oxo-1,6-dihydropyrimidin-2-yl]acetamide are obtained in the form of a beige solid, the characteristics of which are the following: Reactants: Cl(=O)[O-].[Na+] (sodium chlorite), C(C(C)C)OC1=C(C=CC=C1)CC=O (2-(2-isobutoxyphenyl)ethanal), P(=O)(O)(O)[O-].[Na+] (sodium dihydrogenphosphate), C([O-])([O-])=O.[K+].[K+] (potassium carbonate), ice water, IC (iodomethane), OO (hydrogen peroxide). Solvent: O (water), C(C)#N (acetonitrile), O (water), CN(C=O)C (N,N-dimethylformamide), O (water), C(C)(=O)OCC (Ethyl acetate), O (water), C(C)(=O)OCC (Ethyl acetate). Run at time 1 hour. The product is C(C(C)C)OC1=C(C=CC=C1)CC(=O)OC (methyl 2-(2-isobutoxyphenyl)acetate). Isolated yield 52.9%. RXN SMILES: [CH2:1]([O:5][C:6]1[CH:11]=[CH:10][CH:9]=[CH:8][C:7]=1[CH2:12][CH:13]=[O:14])[CH:2]([CH3:4])[CH3:3].P([O-])(O)(O)=O.[Na+].OO.Cl([O-])=O.[Na+].[C:27](=O)([O-])[O-:28].[K+].[K+].IC>C(#N)C.O.C(OCC)(=O)C.CN(C)C=O>[CH2:1]([O:5][C:6]1[CH:11]=[CH:10][CH:9]=[CH:8][C:7]=1[CH2:12][C:13]([O:28][CH3:27])=[O:14])[CH:2]([CH3:4])[CH3:3] |f:1.2,4.5,6.7.8|. Procedure details: To a solution of 17 g of 2-(2-isobutoxyphenyl)ethanal in 170 ml of acetonitrile, 29 g of sodium dihydrogenphosphate dissolved in 200 ml of water and subsequently 15 g of 30% aqueous hydrogen peroxide are added, and further 16 g of sodium chlorite dissolved in 80 ml of water is dropwise added, and the mixture thus obtained is stirred at ambient temperature for one hour. Ethyl acetate and water added to the reaction mixture, and the organic layer is separated. The organic layer is washed with wate... The reactants are C(CCC)C=1N(C(=C(N1)Cl)CO)CC1=CC=C(C=C1)C(C1=C(C=CC=C1)C(=O)OC)=O (2-Butyl-1-[4-(2-carbomethoxybenzoyl)benzyl]-4-chloro-5-hydroxymethylimidazole), S(=O)(Cl)Cl (thionyl chloride). Solvent: C(Cl)(Cl)Cl (chloroform). Conditions: time 4 hour. Product: Cl.C(CCC)C=1N(C(=C(N1)Cl)CCl)CC1=CC=C(C=C1)C(C1=C(C=CC=C1)C(=O)OC)=O (2-Butyl-1-[4-(2-carbomethoxybenzoyl)benzyl]-4-chloro-5-(chloromethyl)-imidazole, hydrochloride salt). Yield: 103.9%. As a reaction SMILES: [CH2:1]([C:5]1[N:6]([CH2:13][C:14]2[CH:19]=[CH:18][C:17]([C:20](=[O:31])[C:21]3[CH:26]=[CH:25][CH:24]=[CH:23][C:22]=3[C:27]([O:29][CH3:30])=[O:28])=[CH:16][CH:15]=2)[C:7]([CH2:11]O)=[C:8]([Cl:10])[N:9]=1)[CH2:2][CH2:3][CH3:4].S(Cl)([Cl:34])=O>C(Cl)(Cl)Cl>[ClH:10].[CH2:1]([C:5]1[N:6]([CH2:13][C:14]2[CH:15]=[CH:16][C:17]([C:20](=[O:31])[C:21]3[CH:26]=[CH:25][CH:24]=[CH:23][C:22]=3[C:27]([O:29][CH3:30])=[O:28])=[CH:18][CH:19]=2)[C:7]([CH2:11][Cl:34])=[C:8]([Cl:10])[N:9]=1)[CH2:2][CH2:3][CH3:4] |f:3.4|. Procedure details: 2-Butyl-1-[4-(2-carbomethoxybenzoyl)benzyl]-4-chloro-5-hydroxymethylimidazole (5.00 g, 11.3 mmol, 1 eq) was dissolved in 50 mL chloroform and to this solution was dropwise added thionyl chloride (4.13 mL, 56.6 mmol, 5 eq) with stirring at room temperature. After 4 hours, the solvent and excess thionyl chloride were removed by rotary evaporation. Toluene (100 mL) was added to the residue and the solvent again removed by rotary evaporation. Toluene was again added and while evaporating the second ... Starting materials: COC1=CC=C(C=C1)C=1N=NC(=CC1C1=CC=C(C=C1)OC)Cl (3,4-bis(4-methoxyphenyl)-6-chloropyridazine), C1(=CC=CC=C1)O (phenol). Yields the product COC1=CC=C(C=C1)C=1N=NC(=CC1C1=CC=C(C=C1)OC)OC1=CC=CC=C1 (3,4-bis(4-methoxyphenyl)-6-(phenoxy)pyridazine), needles. Yield: 70.7%. As a reaction SMILES: [CH3:1][O:2][C:3]1[CH:8]=[CH:7][C:6]([C:9]2[N:10]=[N:11][C:12](Cl)=[CH:13][C:14]=2[C:15]2[CH:20]=[CH:19][C:18]([O:21][CH3:22])=[CH:17][CH:16]=2)=[CH:5][CH:4]=1.[C:24]1([OH:30])[CH:29]=[CH:28][CH:27]=[CH:26][CH:25]=1>>[CH3:1][O:2][C:3]1[CH:8]=[CH:7][C:6]([C:9]2[N:10]=[N:11][C:12]([O:30][C:24]3[CH:29]=[CH:28][CH:27]=[CH:26][CH:25]=3)=[CH:13][C:14]=2[C:15]2[CH:20]=[CH:19][C:18]([O:21][CH3:22])=[CH:17][CH:16]=2)=[CH:5][CH:4]=1. Reported procedure: In a similar manner as in Example 2, 3,4-bis(4-methoxyphenyl)-6-chloropyridazine (160 mg, 0.490 mmol) and phenol were reacted as starting materials at 120° C. for 22 hours and post-treatment was then conducted, whereby the title compound was obtained as colorless needles (133.1 mg, 70.7%). Melting point: 198.8-199.5° C. (ethyl acetate-hexane).